This data is from the Open Reaction Database (ORD), a public repository of structured organic reaction records. The task is: describe an organic reaction: reactants, conditions, products, and yield The reactants are [Br-], C[Mg+], [Cl-], O=Cc1ccc(-c2cn3cc(I)ccc3n2)cc1, [NH4+], C1CCOC1, O. Yields the product CC(O)c1ccc(-c2cn3cc(I)ccc3n2)cc1. Reaction SMILES: [Br-:19].[CH3:20][Mg+:21].[Cl-:22].[I:1][c:2]1[cH:3][cH:4][c:5]2[n:6]([cH:7]1)[cH:8][c:9](-[c:11]1[cH:12][cH:13][c:14]([CH:15]=[O:16])[cH:17][cH:18]1)[n:10]2.[NH4+:23].[O:25]1[CH2:26][CH2:27][CH2:28][CH2:29]1.[OH2:24]>>[I:1][c:2]1[cH:3][cH:4][c:5]2[n:6]([cH:7]1)[cH:8][c:9](-[c:11]1[cH:12][cH:13][c:14]([CH:15]([OH:16])[CH3:20])[cH:17][cH:18]1)[n:10]2.